From a dataset of the Open Reaction Database (ORD), a public repository of structured organic reaction records. describe an organic reaction: reactants, conditions, products, and yield Product: FC(C1=CC(=NC(=C1)C(F)(F)F)N(N)C)(F)F (1-[4,6-bis[trifluoromethyl]pyrid-2-yl]-1-methyl hydrazine). Starting materials: ClC1=NC(=CC(=C1)C(F)(F)F)C(F)(F)F (2-Chloro-4,6-bis(trifluoromethyl)pyridine), CNN (methyl hydrazine), [OH-].[Na+] (NaOH). Reaction SMILES: Cl[C:2]1[CH:7]=[C:6]([C:8]([F:11])([F:10])[F:9])[CH:5]=[C:4]([C:12]([F:15])([F:14])[F:13])[N:3]=1.[CH3:16][NH:17][NH2:18].[OH-].[Na+]>>[F:9][C:8]([F:11])([F:10])[C:6]1[CH:5]=[C:4]([C:12]([F:15])([F:14])[F:13])[N:3]=[C:2]([N:17]([CH3:16])[NH2:18])[CH:7]=1 |f:2.3|. Conditions: time 24 hour. Procedure: 2-Chloro-4,6-bis(trifluoromethyl)pyridine (19.4 g; 0.078 mol) was treated with several portions of methyl hydrazine (4.2 g; 0.090 mol) and stirred under nitrogen at room temperature for 24 h. The oil/solid mixture was treated with 5M aqueous NaOH to basify (pHil) and extracted with ethyl acetate. The organic extracts were dried and evaporated to afford 1-[4,6-bis[trifluoromethyl]pyrid-2-yl]-1-methyl hydrazine as an oil (18.4 g; 91%). ##STR25## Starting materials: N1N=CC(=C1)C1=CC2=C(C=N1)C=NN2C2=CC=CC(=N2)N2CCN(CCC2)C(=O)OC(C)(C)C (tert-butyl 4-(6-(6-(1H-pyrazol-4-yl)-1H-pyrazolo[4,3-c]pyridin-1-yl)pyridin-2-yl)-1,4-diazepane-1-carboxylate), BrCC#N (2-bromoacetonitrile). Yields the product N1(CCNCCC1)C1=CC=CC(=N1)N1N=CC=2C=NC(=CC21)C=2C=NN(C2)CC#N (2-(4-(1-(6-(1,4-Diazepan-1-yl)pyridin-2-yl)-1H-pyrazolo[4,3-c]pyridin-6-yl)-1H-pyrazol-1-yl)acetonitrile). The yield is 18.5%. Reaction SMILES: [NH:1]1[CH:5]=[C:4]([C:6]2[N:11]=[CH:10][C:9]3[CH:12]=[N:13][N:14]([C:15]4[N:20]=[C:19]([N:21]5[CH2:27][CH2:26][CH2:25][N:24](C(OC(C)(C)C)=O)[CH2:23][CH2:22]5)[CH:18]=[CH:17][CH:16]=4)[C:8]=3[CH:7]=2)[CH:3]=[N:2]1.Br[CH2:36][C:37]#[N:38]>>[N:21]1([C:19]2[N:20]=[C:15]([N:14]3[C:8]4[CH:7]=[C:6]([C:4]5[CH:5]=[N:1][N:2]([CH2:36][C:37]#[N:38])[CH:3]=5)[N:11]=[CH:10][C:9]=4[CH:12]=[N:13]3)[CH:16]=[CH:17][CH:18]=2)[CH2:27][CH2:26][CH2:25][NH:24][CH2:23][CH2:22]1. Procedure details: Following the procedures as described in Example 61 and starting with tert-butyl 4-(6-(6-(1H-pyrazol-4-yl)-1H-pyrazolo[4,3-c]pyridin-1-yl)pyridin-2-yl)-1,4-diazepane-1-carboxylate and 2-bromoacetonitrile, 155 was obtained as a white solid (25 mg, 18.5%) over two steps. 1H NMR (500 MHz, CDCl3) δ (ppm) 9.064-9.065 (d, J=0.5 Hz, 1H), 8.75 (s, 1H), 8.25 (s, 1H), 8.19 (s, 1H), 8.05 (s, 1H), 7.61-7.64 (t, J=16.5 Hz, 1H), 7.28 (s, 1H), 6.43-6.45 (d, J=8.5 Hz, 1H), 5.15 (s, 2H), 3.88-3.92 (m, 4H), 3.17-... Reactants: ClC(COC(NC=1N(N=C(C1)C(C)(C)C)C)=O)(Cl)Cl ((5-tert-butyl-2-methyl-2H-pyrazol-3-yl)-carbamic acid 2,2,2-trichloro-ethyl ester), ClC(COC(NC=1N(N=C(C1)C(C)(C)C)C)=O)(Cl)Cl ((5-tert-Butyl-2-methyl-2H-pyrazol-3-yl)-carbamic acid 2,2,2-trichloro-ethyl ester), ClC1=C(C(=CC(=C1)CN1CCN(CC1)C)Cl)C1=NN=C2N1C=C(C=C2)O[C@@H]2CC[C@@H](C1=CC=CC=C21)N ((1S,4R)-4-{3-[2,6-Dichloro-4-(4-methyl-piperazin-1-ylmethyl)-phenyl]-[1,2,4]triazolo[4,3-a]pyridin-6-yloxy}-1,2,3,4-tetrahydro-naphthalen-1-ylamine), CCN(C(C)C)C(C)C (DIPEA). Run in O1CCOCC1 (1,4-dioxane), O1CCOCC1 (1,4-dioxane). Run at temperature 70 celsius, time 8 hour. The product is C(=O)O.C(C)(C)(C)C=1C=C(N(N1)C)NC(=O)N[C@H]1CC[C@H](C2=CC=CC=C12)OC=1C=CC=2N(C1)C(=NN2)C2=C(C=C(C=C2Cl)CN2CCN(CC2)C)Cl (1-(5-tert-Butyl-2-methyl-2H-pyrazol-3-yl)-3-((1S,4R)-4-{3-[2,6-dichloro-4-(4-methyl-piperazin-1-ylmethyl)-phenyl]-[1,2,4]triazolo[4,3-a]pyridin-6-yloxy}-1,2,3,4-tetrahydro-naphthalen-1-yl)-urea formate salt). As a reaction SMILES: ClC(Cl)(Cl)C[O:4][C:5](=[O:17])[NH:6][C:7]1[N:8]([CH3:16])[N:9]=[C:10]([C:12]([CH3:15])([CH3:14])[CH3:13])[CH:11]=1.[Cl:20][C:21]1[CH:26]=[C:25]([CH2:27][N:28]2[CH2:33][CH2:32][N:31]([CH3:34])[CH2:30][CH2:29]2)[CH:24]=[C:23]([Cl:35])[C:22]=1[C:36]1[N:40]2[CH:41]=[C:42]([O:45][C@H:46]3[C:55]4[C:50](=[CH:51][CH:52]=[CH:53][CH:54]=4)[C@@H:49]([NH2:56])[CH2:48][CH2:47]3)[CH:43]=[CH:44][C:39]2=[N:38][N:37]=1.CCN(C(C)C)C(C)C>O1CCOCC1>[CH:5]([OH:17])=[O:4].[C:12]([C:10]1[CH:11]=[C:7]([NH:6][C:5]([NH:56][C@@H:49]2[C:50]3[C:55](=[CH:54][CH:53]=[CH:52][CH:51]=3)[C@H:46]([O:45][C:42]3[CH:43]=[CH:44][C:39]4[N:40]([C:36]([C:22]5[C:21]([Cl:20])=[CH:26][C:25]([CH2:27][N:28]6[CH2:33][CH2:32][N:31]([CH3:34])[CH2:30][CH2:29]6)=[CH:24][C:23]=5[Cl:35])=[N:37][N:38]=4)[CH:41]=3)[CH2:47][CH2:48]2)=[O:17])[N:8]([CH3:16])[N:9]=1)([CH3:13])([CH3:14])[CH3:15] |f:4.5|. Procedure: (5-tert-Butyl-2-methyl-2H-pyrazol-3-yl)-carbamic acid 2,2,2-trichloro-ethyl ester (US 2004/0192653, which is incorporated herein by reference in its entirety; 17 mg, 0.051 mmol) was treated with a solution of Intermediate 13e (25 mg, 0.047 mmol) in 1,4-dioxane (0.4 mL) then DIPEA (10 μL, 0.058 mmol) was added. The mixture was stirred at 70° C. overnight. The mixture was treated with another portion of (5-tert-butyl-2-methyl-2H-pyrazol-3-yl)-carbamic acid 2,2,2-trichloro-ethyl ester (7.8 mg, 0.02...